This data is from the Open Reaction Database (ORD), a public repository of structured organic reaction records. The task is: describe an organic reaction: reactants, conditions, products, and yield Starting materials: C(C)(=O)C1=C(C(=C2N3CCC(OCCCC[C@@H](OC=4C=CC(=CC4C4=CC=CC(C5=CN2C1=N5)=C4)F)C)(CC3)C)[C@@H](C(=O)OC)OC(C)(C)C)C (methyl(2S)-2-[(22S)-5-acetyl-17-fluoro-4,22,28-trimethyl-21,27-dioxa-1,7,34-triazahexacyclo[26.2.2.16,9.110,14.02,7.015,20]tetratriaconta-2,4,6(34),8,10(33),11,13,15(20),16,18-decaen-3-yl]-2-(tert-butoxy)acetate), C(C)(C)(C)O[C@H](C(=O)O)C1=C2N3CCC(OCCCC[C@@H](OC=4C=CC(=CC4C4=CC=CC(C5=C(N2C(C=C1C)=N5)Cl)=C4)C)C)(CC3)C ((2S)-2-(tert-butoxy)-2-[(22S)-8-chloro-4,17,22,28-tetramethyl-21,27-dioxa-1,7,34-triazahexacyclo[26.2.2.16,9.110,14.02,7.015,20]tetratriaconta-2,4,6(34),8,10(33),11,13,15(20),16,18-decaen-3-yl]acetic acid). The product is C(C)(=O)C1=C(C(=C2N3CCC(OCCCC[C@@H](OC=4C=CC(=CC4C4=CC=CC(C5=CN2C1=N5)=C4)F)C)(CC3)C)[C@@H](C(=O)O)OC(C)(C)C)C ((2S)-2-[(22S)-5-Acetyl-17-fluoro-4,22,28-trimethyl-21,27-dioxa-1,7,34-triazahexacyclo[26.2.2.16,9.110,14.02,7.015,20]tetratriaconta-2,4,6(34),8,10(33),11,13,15(20),16,18-decaen-3-yl]-2-(tert-butoxy)acetic acid). Yield: 4.3%. Reaction SMILES: [C:1]([C:4]1[C:33]2=[N:34][C:30]3=[CH:31][N:32]2[C:7]([N:8]2[CH2:39][CH2:38][C:11]([CH3:40])([O:12][CH2:13][CH2:14][CH2:15][CH2:16][C@H:17]([CH3:37])[O:18][C:19]4[CH:20]=[CH:21][C:22]([F:36])=[CH:23][C:24]=4[C:25]4[CH:35]=[C:29]3[CH:28]=[CH:27][CH:26]=4)[CH2:10][CH2:9]2)=[C:6]([C@H:41]([O:46][C:47]([CH3:50])([CH3:49])[CH3:48])[C:42]([O:44]C)=[O:43])[C:5]=1[CH3:51])(=[O:3])[CH3:2].C(O[C@@H](C1C(C)=CC2=NC3=C(Cl)N2C=1N1CCC(C)(OCCCC[C@H](C)OC2C=CC(C)=CC=2C2C=C3C=CC=2)CC1)C(O)=O)(C)(C)C>>[C:1]([C:4]1[C:33]2=[N:34][C:30]3=[CH:31][N:32]2[C:7]([N:8]2[CH2:9][CH2:10][C:11]([CH3:40])([O:12][CH2:13][CH2:14][CH2:15][CH2:16][C@H:17]([CH3:37])[O:18][C:19]4[CH:20]=[CH:21][C:22]([F:36])=[CH:23][C:24]=4[C:25]4[CH:35]=[C:29]3[CH:28]=[CH:27][CH:26]=4)[CH2:38][CH2:39]2)=[C:6]([C@H:41]([O:46][C:47]([CH3:50])([CH3:49])[CH3:48])[C:42]([OH:44])=[O:43])[C:5]=1[CH3:51])(=[O:3])[CH3:2]. Reported procedure: Prepared in 4.3% yield from methyl(2S)-2-[(22S)-5-acetyl-17-fluoro-4,22,28-trimethyl-21,27-dioxa-1,7,34-triazahexacyclo[26.2.2.16,9.110,14.02,7.015,20]tetratriaconta-2,4,6(34),8,10(33),11,13,15(20),16,18-decaen-3-yl]-2-(tert-butoxy)acetate following the procedure for (2S)-2-(tert-butoxy)-2-[(22S)-8-chloro-4,17,22,28-tetramethyl-21,27-dioxa-1,7,34-triazahexacyclo[26.2.2.16,9.110,14.02,7.015,20]tetratriaconta-2,4,6(34),8,10(33),11,13,15(20),16,18-decaen-3-yl]acetic acid. 1H NMR (500 MHz, DMSO-d6) ... Reactants: C(C)(C)OC(CC(=O)C=CC1=CC(=CC=C1)[N+](=O)[O-])=O (3-nitrobenzylideneacetoacetic acid isopropyl ester), CCOCC (ether), NC(=CC(C(S(=O)(=O)NC(C)C)C)=O)C (4-amino-N-isopropyl-1-methyl-2-oxo-3-pentenesulfonamide), C(C)(C)O (isopropanol). Solvent: CN(C=O)C (dimethylformamide). The product is C(C)(C)OC(C1=C(NC(=C(C1C1=CC(=CC=C1)[N+](=O)[O-])C(C(C)S(NC(C)C)(=O)=O)=O)C)C)=O (1,4-dihydro-2,6-dimethyl-5-[2-(isopropylsulfamoyl)propionyl]-4-(3-nitrophenyl)nicotinic acid isopropyl ester). Reaction SMILES: C(OC(=O)C[C:7]([CH:9]=[CH:10][C:11]1[CH:16]=[CH:15][CH:14]=[C:13]([N+:17]([O-:19])=[O:18])[CH:12]=1)=[O:8])(C)C.[NH2:21][C:22]([CH3:35])=[CH:23][C:24](=[O:34])[CH:25]([CH3:33])[S:26]([NH:29][CH:30]([CH3:32])[CH3:31])(=[O:28])=[O:27].[CH3:36][CH2:37]OCC.[CH:41]([OH:44])([CH3:43])[CH3:42]>CN(C)C=O>[CH:41]([O:44][C:7](=[O:8])[C:9]1[CH:10]([C:11]2[CH:16]=[CH:15][CH:14]=[C:13]([N+:17]([O-:19])=[O:18])[CH:12]=2)[C:23]([C:24](=[O:34])[CH:25]([S:26](=[O:27])(=[O:28])[NH:29][CH:30]([CH3:31])[CH3:32])[CH3:33])=[C:22]([CH3:35])[NH:21][C:36]=1[CH3:37])([CH3:43])[CH3:42]. Procedure: After boiling 2.8 g of 3-nitrobenzylideneacetoacetic acid isopropyl ester and 2.34 g of 4-amino-N-isopropyl-1-methyl-2-oxo-3-pentenesulfonamide in a mixture of 10 ml of isopropanol and 5 ml of dimethylformamide for 8 hours there were obtained 1.4 g of 1,4-dihydro-2,6-dimethyl-5-[2-(isopropylsulfamoyl)propionyl]-4-(3-nitrophenyl)nicotinic acid isopropyl ester, m.p. 155°-158° (yellow crystalline powder from ether, only one of the two possible racemates). Starting materials: CCCCCCCCCCCCCCCCCC(=O)OC(C)CCCCCCCC, O. Yields the product CCCCCCCCC(C)O. RXN SMILES: [C:1](=[O:2])([CH2:3][CH2:4][CH2:5][CH2:6][CH2:7][CH2:8][CH2:9][CH2:10][CH2:11][CH2:12][CH2:13][CH2:14][CH2:15][CH2:16][CH2:17][CH2:18][CH3:19])[O:20][CH:21]([CH3:22])[CH2:23][CH2:24][CH2:25][CH2:26][CH2:27][CH2:28][CH2:29][CH3:30].[OH2:31]>>[OH:20][CH:21]([CH3:22])[CH2:23][CH2:24][CH2:25][CH2:26][CH2:27][CH2:28][CH2:29][CH3:30]. Reactants: O=Cc1ccccc1Br, CCO, ClCCl, [Na+], [Na+], O=C([O-])[O-], [Pd], Cc1ccccc1, c1ccc(P(c2ccccc2)c2ccccc2)cc1, c1ccc(P(c2ccccc2)c2ccccc2)cc1, c1ccc(P(c2ccccc2)c2ccccc2)cc1, c1ccc(P(c2ccccc2)c2ccccc2)cc1, OB(O)c1cc2ccccc2o1. The product is O=Cc1ccccc1-c1cc2ccccc2o1. Reaction SMILES: [Br:13][c:14]1[c:15]([CH:16]=[O:17])[cH:18][cH:19][cH:20][cH:21]1.[CH2:28]([OH:29])[CH3:30].[CH2:38]([Cl:39])[Cl:40].[Na+:22].[Na+:23].[O-:24][C:25](=[O:26])[O-:27].[Pd:41].[c:31]1([CH3:32])[cH:33][cH:34][cH:35][cH:36][cH:37]1.[c:42]1([P:43]([c:44]2[cH:45][cH:46][cH:47][cH:48][cH:49]2)[c:50]2[cH:51][cH:52][cH:53][cH:54][cH:55]2)[cH:56][cH:57][cH:58][cH:59][cH:60]1.[c:61]1([P:62]([c:63]2[cH:64][cH:65][cH:66][cH:67][cH:68]2)[c:69]2[cH:70][cH:71][cH:72][cH:73][cH:74]2)[cH:75][cH:76][cH:77][cH:78][cH:79]1.[c:80]1([P:81]([c:82]2[cH:83][cH:84][cH:85][cH:86][cH:87]2)[c:88]2[cH:89][cH:90][cH:91][cH:92][cH:93]2)[cH:94][cH:95][cH:96][cH:97][cH:98]1.[c:99]1([P:100]([c:101]2[cH:102][cH:103][cH:104][cH:105][cH:106]2)[c:107]2[cH:108][cH:109][cH:110][cH:111][cH:112]2)[cH:113][cH:114][cH:115][cH:116][cH:117]1.[o:1]1[c:2]2[c:3]([cH:4][c:5]1[B:6]([OH:7])[OH:8])[cH:9][cH:10][cH:11][cH:12]2>>[o:1]1[c:2]2[c:3]([cH:4][c:5]1-[c:14]1[c:15]([CH:16]=[O:17])[cH:18][cH:19][cH:20][cH:21]1)[cH:9][cH:10][cH:11][cH:12]2. Reactants: COC=1C=CC(=C2C=CC=NC12)C1=NC2=C(N1)C=CC(=C2)C(=O)OC (2-(8-methoxyquinolin-5-yl)-1H-benzimidazole-5-carboxylic acid, methyl ester), Cl (hydrochloric acid). Yields the product Cl.Cl.COC=1C=CC(=C2C=CC=NC12)C1=NC2=C(N1)C=CC(=C2)C(=O)OC (2-(8-Methoxyquinolin-5-yl)-1H-benzimidazole-5-carboxylic acid, methyl ester dihydrochloride). RXN SMILES: [CH3:1][O:2][C:3]1[CH:4]=[CH:5][C:6]([C:13]2[NH:17][C:16]3[CH:18]=[CH:19][C:20]([C:22]([O:24][CH3:25])=[O:23])=[CH:21][C:15]=3[N:14]=2)=[C:7]2[C:12]=1[N:11]=[CH:10][CH:9]=[CH:8]2.[ClH:26]>>[ClH:26].[ClH:26].[CH3:1][O:2][C:3]1[CH:4]=[CH:5][C:6]([C:13]2[NH:17][C:16]3[CH:18]=[CH:19][C:20]([C:22]([O:24][CH3:25])=[O:23])=[CH:21][C:15]=3[N:14]=2)=[C:7]2[C:12]=1[N:11]=[CH:10][CH:9]=[CH:8]2 |f:2.3.4|. Procedure details: A sample of 2-(8-methoxyquinolin-5-yl)-1H-benzimidazole-5-carboxylic acid, methyl ester (45 mg) was dissolved in 2M hydrochloric acid (3 ml), the resultant solution filtered and the filtrate concentrated in vacuo. The residue was triturated with dichloromethane and dried in vacuo to provide the title compound as a yellow solid (34 mg). Starting materials: CC(Br)c1cccc(C(F)(F)F)c1, CC(C)CC(CO)Nc1nc(S)nc2nc(N)sc12. The product is CC(C)CC(CO)Nc1nc(SC(C)c2cccc(C(F)(F)F)c2)nc2nc(N)sc12. RXN SMILES: [Br:20][CH:21]([CH3:22])[c:23]1[cH:24][c:25]([C:29]([F:30])([F:31])[F:32])[cH:26][cH:27][cH:28]1.[NH2:1][c:2]1[s:3][c:4]2[c:5]([n:6][c:7]([SH:18])[n:8][c:9]2[NH:10][CH:11]([CH2:12][OH:13])[CH2:14][CH:15]([CH3:16])[CH3:17])[n:19]1>>[NH2:1][c:2]1[s:3][c:4]2[c:5]([n:6][c:7]([S:18][CH:21]([CH3:22])[c:23]3[cH:24][c:25]([C:29]([F:30])([F:31])[F:32])[cH:26][cH:27][cH:28]3)[n:8][c:9]2[NH:10][CH:11]([CH2:12][OH:13])[CH2:14][CH:15]([CH3:16])[CH3:17])[n:19]1. The reactants are ClC=1C=C(CBr)C=CC1 (3-chloro-benzylbromide), ClC1=NC(=CC(=N1)Cl)Cl (2,4,6-trichloropyrimidine). Yields the product ClC1=NC(=CC(=N1)Cl)CC1=CC(=CC=C1)Cl (2,4-Dichloro-6-(3-chloro-benzyl)-pyrimidine). Yield: 26.0%. As a reaction SMILES: [Cl:1][C:2]1[CH:3]=[C:4]([CH:7]=[CH:8][CH:9]=1)[CH2:5]Br.[Cl:10][C:11]1[N:16]=[C:15](Cl)[CH:14]=[C:13]([Cl:18])[N:12]=1>>[Cl:10][C:11]1[N:12]=[C:13]([Cl:18])[CH:14]=[C:15]([CH2:5][C:4]2[CH:7]=[CH:8][CH:9]=[C:2]([Cl:1])[CH:3]=2)[N:16]=1. Procedure: The title compound was prepared in analogous manner as described in example 2a) from 3-chloro-benzylbromide and 2,4,6-trichloropyrimidine. It was obtained as a pale-yellow oil in 26% yield.